This data is from the Open Reaction Database (ORD), a public repository of structured organic reaction records. The task is: describe an organic reaction: reactants, conditions, products, and yield Reactants: ClC1=CC(=C(N=N1)C1=CC=C(C#N)C=C1)C (p-(6-chloro-4-methyl-3-pyridazinyl)-benzonitrile). Run in C(CCC)O (butyl alcohol). Yields the product C(C)C1=NN=C2N1N=C(C(=C2)C)C2=CC=C(C#N)C=C2 (p-(3-ethyl-7-methyl-1,2,4-triazolo[4,3-b]pyridazin-6-yl)benzonitrile). As a reaction SMILES: Cl[C:2]1[N:7]=[N:6][C:5]([C:8]2[CH:15]=[CH:14][C:11]([C:12]#[N:13])=[CH:10][CH:9]=2)=[C:4]([CH3:16])[CH:3]=1>C(O)CCC>[CH2:4]([C:5]1[N:7]2[N:6]=[C:5]([C:8]3[CH:15]=[CH:14][C:11]([C:12]#[N:13])=[CH:10][CH:9]=3)[C:4]([CH3:16])=[CH:3][C:2]2=[N:7][N:6]=1)[CH3:3]. Procedure details: A 30.8 g. portion of the above compound is dissolved in one liter of butyl alcohol (dried over 3-A molecular sieves), then 40.0 g. of p-(6-chloro-4-methyl-3-pyridazinyl)-benzonitrile (prepared as in Example 1) is added and the reaction mixture is allowed to heat at reflux for 18 hours. The reaction mixture is concentrated free of solvent and the concentrate is triturated with petroleum ether, then is filtered. The filter cake is vacuum dried to afford a yellow solid which is then recrystallized ...